This data is from the Open Reaction Database (ORD), a public repository of structured organic reaction records. The task is: describe an organic reaction: reactants, conditions, products, and yield Reaction conditions: temperature 60 celsius, time 8 hour. Reactants: FC1=CC=C(C=C1)C=1C(=NC=NC1N1CCNCC1)N (5-(4-fluoro-phenyl)-6-piperazin-1-yl-pyrimidin-4-ylamine), ClC(CN1CCC1)C1=CC=C(C=C1)C(F)(F)F (1-[2-chloro-2-(4-trifluoromethyl-phenyl)-ethyl]-azetidine), CCN(C(C)C)C(C)C (DIPEA). As a reaction SMILES: Cl[CH:2]([C:8]1[CH:13]=[CH:12][C:11]([C:14]([F:17])([F:16])[F:15])=[CH:10][CH:9]=1)[CH2:3][N:4]1[CH2:7][CH2:6][CH2:5]1.[F:18][C:19]1[CH:24]=[CH:23][C:22]([C:25]2[C:26]([NH2:37])=[N:27][CH:28]=[N:29][C:30]=2[N:31]2[CH2:36][CH2:35][NH:34][CH2:33][CH2:32]2)=[CH:21][CH:20]=1.CCN(C(C)C)C(C)C>C(#N)C>[N:4]1([CH2:3][CH:2]([N:34]2[CH2:35][CH2:36][N:31]([C:30]3[N:29]=[CH:28][N:27]=[C:26]([NH2:37])[C:25]=3[C:22]3[CH:23]=[CH:24][C:19]([F:18])=[CH:20][CH:21]=3)[CH2:32][CH2:33]2)[C:8]2[CH:13]=[CH:12][C:11]([C:14]([F:17])([F:16])[F:15])=[CH:10][CH:9]=2)[CH2:7][CH2:6][CH2:5]1. The solvent is C(C)#N (acetonitrile). Yields the product N1(CCC1)CC(C1=CC=C(C=C1)C(F)(F)F)N1CCN(CC1)C1=C(C(=NC=N1)N)C1=CC=C(C=C1)F (6-(4-(2-(azetidin-1-yl)-1-(4-(trifluoromethyl)phenyl)ethyl)piperazin-1-yl)-5-(4-fluorophenyl)pyrimidin-4-amine). Reported procedure: In a microwave vial containing 1-[2-chloro-2-(4-trifluoromethyl-phenyl)-ethyl]-azetidine (32.26 mg; 0.12 mmol; 1.00 eq.) from last step in acetonitrile (2.00 ml) was added 5-(4-fluoro-phenyl)-6-piperazin-1-yl-pyrimidin-4-ylamine (33.43 mg; 0.12 mmol; 1.00 eq.), followed by DIPEA (0.06 ml; 0.37 mmol; 3.00 eq.). The clear solution was stirred at 60° C. overnight and then 75° C. for 3 h before the mixture was concentrated and purified with waters pre-HPLC. LC-MS: (M+1=501, obsd.=501) Starting materials: N1(C=NC=C1)CC=1C=C(C(=CC1)N)N (4-(1H-imidazol-1-ylmethyl)-1,2-benzenediamine), Cl.C1(CC1)C(OCC)=N (ethyl cyclopropanecarboximidate hydrochloride), C(C)O (ethanol), N (ammonia). Run in CO (methanol). Reaction conditions: time 1 hour. The product is C1(CC1)C1=NC2=C(N1)C=CC(=C2)CN2C=NC=C2 (2-cyclopropyl-5-(1H-imidazol-1-ylmethyl)-1H-benzimidazole). Isolated yield 61.6%. As a reaction SMILES: [N:1]1([CH2:6][C:7]2[CH:8]=[C:9]([NH2:14])[C:10]([NH2:13])=[CH:11][CH:12]=2)[CH:5]=[CH:4][N:3]=[CH:2]1.Cl.[CH:16]1([C:19](=N)OCC)[CH2:18][CH2:17]1.C(O)C.N>CO>[CH:16]1([C:19]2[NH:13][C:10]3[CH:11]=[CH:12][C:7]([CH2:6][N:1]4[CH:5]=[CH:4][N:3]=[CH:2]4)=[CH:8][C:9]=3[N:14]=2)[CH2:18][CH2:17]1 |f:1.2|. Procedure details: A mixture of 3.3 parts of 4-(1H-imidazol-1-ylmethyl)-1,2-benzenediamine, 2.88 parts of ethyl cyclopropanecarboximidate hydrochloride and 64 parts of ethanol was stirred first for 4 hours at room temperature and further for 1 hour at reflux. The reaction mixture was cooled, treated with methanol, saturated with ammonia, and evaporated. The residue was purified twice by column chromatography over silica gel using first a mixture of trichloromethane and methanol (90:10 by volume) and then a mixture... The reactants are CN1CCN(C(=O)c2ccc(Br)cc2)CC1, N#Cc1cn(-c2ccccc2)nc1N. RXN SMILES: [Br:15][c:16]1[cH:17][cH:18][c:19]([C:20](=[O:21])[N:22]2[CH2:23][CH2:24][N:25]([CH3:28])[CH2:26][CH2:27]2)[cH:29][cH:30]1.[NH2:1][c:2]1[n:3][n:4](-[c:9]2[cH:10][cH:11][cH:12][cH:13][cH:14]2)[cH:5][c:6]1[C:7]#[N:8]>>[NH:1]([c:2]1[n:3][n:4](-[c:9]2[cH:10][cH:11][cH:12][cH:13][cH:14]2)[cH:5][c:6]1[C:7]#[N:8])[c:16]1[cH:17][cH:18][c:19]([C:20](=[O:21])[N:22]2[CH2:23][CH2:24][N:25]([CH3:28])[CH2:26][CH2:27]2)[cH:29][cH:30]1. The product is CN1CCN(C(=O)c2ccc(Nc3nn(-c4ccccc4)cc3C#N)cc2)CC1. Starting materials: Cl.C(C)(C)O (hydrochloric acid isopropanol), NC(=S)N (thiourea), CN(C)CC1=C(C=C(S1)CO)C (5-(dimethylamino)methyl-4-methyl-2-thenyl alcohol). The product is Cl.Cl.C(N)(=N)SCC=1SC(=C(C1)C)CN(C)C (2-amidinothiomethyl-5-(dimethylamino)methyl-4-methylthiophene dihydrochloride). Isolated yield 82.0%. As a reaction SMILES: [ClH:1].C(O)(C)C.[NH2:6][C:7]([NH2:9])=[S:8].[CH3:10][N:11]([CH2:13][C:14]1[S:18][C:17]([CH2:19]O)=[CH:16][C:15]=1[CH3:21])[CH3:12]>>[ClH:1].[ClH:1].[C:7]([S:8][CH2:19][C:17]1[S:18][C:14]([CH2:13][N:11]([CH3:12])[CH3:10])=[C:15]([CH3:21])[CH:16]=1)(=[NH:9])[NH2:6] |f:0.1,4.5.6|. Procedure details: In 35 ml of 21% (by weight) hydrochloric acid-isopropanol solution was suspended 2.1 g of thiourea, and 5 g of 5-(dimethylamino)methyl-4-methyl-2-thenyl alcohol was added thereto, after which the resulting mixture was subjected to reaction under reflux for 15 hours. After the mixture was allowed to stand at room temperature, the crystals deposited were collected by filtration to obtain 7 g (yield 82%) of 2-amidinothiomethyl-5-(dimethylamino)methyl-4-methylthiophene dihydrochloride having a melti... Reaction SMILES: [CH2:31]1[O:32][CH2:33][CH2:34][CH2:35]1.[CH3:1][O:2][C:3](=[O:4])[c:5]1[cH:6][cH:7][c:8]([S:11](=[O:12])(=[O:13])[N:14]2[CH2:15][CH2:16][N:17]([C:20](=[O:21])[O:22][C:23]([CH3:24])([CH3:25])[CH3:26])[CH2:18][CH2:19]2)[cH:9][cH:10]1.[CH3:29][OH:30].[Na+:28].[OH-:27]>>[O:2]=[C:3]([OH:4])[c:5]1[cH:6][cH:7][c:8]([S:11](=[O:12])(=[O:13])[N:14]2[CH2:15][CH2:16][N:17]([C:20](=[O:21])[O:22][C:23]([CH3:24])([CH3:25])[CH3:26])[CH2:18][CH2:19]2)[cH:9][cH:10]1. Reactants: C1CCOC1, COC(=O)c1ccc(S(=O)(=O)N2CCN(C(=O)OC(C)(C)C)CC2)cc1, CO, [Na+], [OH-]. Product: CC(C)(C)OC(=O)N1CCN(S(=O)(=O)c2ccc(C(=O)O)cc2)CC1. The reactants are CCOC(C)=O, CCCCCC, Nc1ccccc1OC(F)(F)F, Cc1c(NC(=O)CC(C)(C)C)cc2c(c1C)OC(C)(C)C2O. Product: Cc1c(NC(=O)CC(C)(C)C)cc2c(c1C)OC(C)(C)C2Nc1ccccc1OC(F)(F)F. RXN SMILES: [C:41]([O:42][CH2:43][CH3:44])(=[O:45])[CH3:46].[CH3:35][CH2:36][CH2:37][CH2:38][CH2:39][CH3:40].[F:23][C:24]([O:25][c:26]1[c:27]([NH2:32])[cH:28][cH:29][cH:30][cH:31]1)([F:33])[F:34].[OH:1][CH:2]1[C:3]([CH3:21])([CH3:22])[O:4][c:5]2[c:6]1[cH:7][c:8]([NH:13][C:14]([CH2:15][C:16]([CH3:17])([CH3:18])[CH3:19])=[O:20])[c:9]([CH3:12])[c:10]2[CH3:11]>>[CH:2]1([NH:32][c:27]2[c:26]([O:25][C:24]([F:23])([F:33])[F:34])[cH:31][cH:30][cH:29][cH:28]2)[C:3]([CH3:21])([CH3:22])[O:4][c:5]2[c:6]1[cH:7][c:8]([NH:13][C:14]([CH2:15][C:16]([CH3:17])([CH3:18])[CH3:19])=[O:20])[c:9]([CH3:12])[c:10]2[CH3:11]. The reactants are CC1CN(c2csc3cc(C#N)ccc23)CCN1, CS(=O)(=O)OCCC1OCCc2cc(N3CCSCC3)ccc21. Product: CC1CN(c2csc3cc(C#N)ccc23)CCN1CCC1OCCc2cc(N3CCSCC3)ccc21. Reaction SMILES: [C:24](#[N:25])[c:26]1[cH:27][c:28]2[c:29]([c:30]([N:33]3[CH2:34][CH:35]([CH3:39])[NH:36][CH2:37][CH2:38]3)[cH:31][s:32]2)[cH:40][cH:41]1.[CH3:1][S:2]([O:3][CH2:6][CH2:7][CH:8]1[O:9][CH2:10][CH2:11][c:12]2[c:13]1[cH:14][cH:15][c:16]([N:18]1[CH2:19][CH2:20][S:21][CH2:22][CH2:23]1)[cH:17]2)(=[O:4])=[O:5]>>[CH2:6]([CH2:7][CH:8]1[O:9][CH2:10][CH2:11][c:12]2[c:13]1[cH:14][cH:15][c:16]([N:18]1[CH2:19][CH2:20][S:21][CH2:22][CH2:23]1)[cH:17]2)[N:36]1[CH:35]([CH3:39])[CH2:34][N:33]([c:30]2[c:29]3[c:28]([cH:27][c:26]([C:24]#[N:25])[cH:41][cH:40]3)[s:32][cH:31]2)[CH2:38][CH2:37]1.